This data is from the Open Reaction Database (ORD), a public repository of structured organic reaction records. The task is: describe an organic reaction: reactants, conditions, products, and yield The reactants are CN(C1=C2C=CC=C(C2=CC=C1)S(=O)(=O)Cl)C (5-dimethylamino-1-naphthalenesulfonyl chloride), NCCCCN1C=NC=2C(=NC=3C=CC=CC3C21)N (1-(4-aminobutyl)-1H-imidazo[4,5-c]quinolin-4-amine), CN(C1=C2C=CC=C(C2=CC=C1)S(=O)(=O)Cl)C (5-dimethylamino-1-naphthalenesulfonyl chloride), amine. Run in N1=CC=CC=C1 (pyridine). Reaction conditions: temperature 60 celsius. Product: NC1=NC=2C=CC=CC2C2=C1N=CN2CCCCNS(=O)(=O)C2=CC=CC1=C(C=CC=C21)N(C)C (N1-[4-(4-amino-1H-imidazo[4,5-c]quinolin-1-yl)butyl]-5-(dimethylamino)-1-naphthalenesulfonamide). Reaction SMILES: [NH2:1][CH2:2][CH2:3][CH2:4][CH2:5][N:6]1[C:18]2[C:17]3[CH:16]=[CH:15][CH:14]=[CH:13][C:12]=3[N:11]=[C:10]([NH2:19])[C:9]=2[N:8]=[CH:7]1.[CH3:20][N:21]([CH3:36])[C:22]1[CH:31]=[CH:30][CH:29]=[C:28]2[C:23]=1[CH:24]=[CH:25][CH:26]=[C:27]2[S:32](Cl)(=[O:34])=[O:33]>N1C=CC=CC=1>[NH2:19][C:10]1[C:9]2[N:8]=[CH:7][N:6]([CH2:5][CH2:4][CH2:3][CH2:2][NH:1][S:32]([C:27]3[C:28]4[C:23](=[C:22]([N:21]([CH3:36])[CH3:20])[CH:31]=[CH:30][CH:29]=4)[CH:24]=[CH:25][CH:26]=3)(=[O:34])=[O:33])[C:18]=2[C:17]2[CH:16]=[CH:15][CH:14]=[CH:13][C:12]=2[N:11]=1. Procedure details: A suspension of 1-(4-aminobutyl)-1H-imidazo[4,5-c]quinolin-4-amine (0.5 g, 2.0 mmol) in pyridine (250 mL) was warmed to 60° C. to dissolve the amine. The solution was allowed to cool to about 30° C. and then 5-dimethylamino-1-naphthalenesulfonyl chloride (0.5 g, 1.8 mmol) was slowly added. After 1 hour 0.3 g of 5-dimethylamino-1-naphthalenesulfonyl chloride was added. The reaction mixture was warmed to 60° C. and maintained at that temperature overnight. The reaction mixture was concentrated und... The reactants are C(C1=CC=CC=C1)OC(=O)Cl (Benzylchloroformate), C(=O)(O)[O-].[Na+] (NaHCO3), S(=O)(=O)(O)O.NCC#N (2-aminoacetonitrile sulfate). The solvent is C(Cl)Cl (DCM), O (water), O1CCOCC1 (1,4-Dioxane). Run at time 15 hour. The product is C(C1=CC=CC=C1)OC(NCC#N)=O (Benzyl(cyanomethyl)carbamate). Yield: 56.8%. As a reaction SMILES: C([O-])(O)=O.[Na+].S(O)(O)(=O)=O.[NH2:11][CH2:12][C:13]#[N:14].[CH2:15]([O:22][C:23](Cl)=[O:24])[C:16]1[CH:21]=[CH:20][CH:19]=[CH:18][CH:17]=1>O.O1CCOCC1.C(Cl)Cl>[CH2:15]([O:22][C:23](=[O:24])[NH:14][CH2:13][C:12]#[N:11])[C:16]1[CH:21]=[CH:20][CH:19]=[CH:18][CH:17]=1 |f:0.1,2.3|. Reported procedure: NaHCO3 (1.09 g, 12.97 mmol) in water (5 mL) was added to a stirred solution of 2-aminoacetonitrile sulfate (1.0 g, 6.48 mmol) in 1,4-Dioxane (10 mL) at 0-5° C. followed by addition of Benzylchloroformate (1.3 g, 1.11 mL, 7.78 mmol) and stirring was continued at 20-35° C. for 15 h. Reaction mixture was diluted with DCM and washed it with water, dried over anhydrous sodium sulphate and concentrated under reduced pressure to afford the crude, which was purified by Column chromatography (using Silic... The reactants are [H][H] (hydrogen), COC=1C=C(C=O)C=C(C1OC)OC (3,4,5-trimethoxybenzaldehyde), Cl.C(C)OC(CN)=O (glycine ethyl ester hydrochloride), C(O)([O-])=O.[Na+] (sodium hydrogencarbonate). Reagents/catalysts: [Pd] (palladium on carbon). Solvent: C(C)O (ethanol). The product is COC=1C=C(CNCC(=O)OCC)C=C(C1OC)OC (ethyl N-(3,4,5-trimethoxybenzyl)aminoacetate). The yield is 52.9%. Reaction SMILES: [CH3:1][O:2][C:3]1[CH:4]=[C:5]([CH:8]=[C:9]([O:13][CH3:14])[C:10]=1[O:11][CH3:12])[CH:6]=O.Cl.[CH2:16]([O:18][C:19](=[O:22])[CH2:20][NH2:21])[CH3:17].C(=O)([O-])O.[Na+].[H][H]>[Pd].C(O)C>[CH3:1][O:2][C:3]1[CH:4]=[C:5]([CH:8]=[C:9]([O:13][CH3:14])[C:10]=1[O:11][CH3:12])[CH2:6][NH:21][CH2:20][C:19]([O:18][CH2:16][CH3:17])=[O:22] |f:1.2,3.4|. Procedure details: To an ethanol solution (50 ml) of 3,4,5-trimethoxybenzaldehyde (2 g, 10 mmol.) and glycine ethyl ester hydrochloride (1.4 g, 10 mmol.) were added sodium hydrogencarbonate (1 g, 12 mmol.) and 5% - palladium on carbon (0.3 g). The reaction solution was stirred for 16 hours at 50° C. under 1 atmosphere pressure of hydrogen. The reaction solution, after cooling, was subjected to filtration to remove the catalyst, and the filtrate was concentrated under reduced pressure. The concentrate was purified ... Reactants: ClC1=NC2=CC=C(C=C2C=C1)O (2-chloroquinolin-6-ol), ClC1=NC2=CC=C(C=C2C=C1)O (2-chloroquinolin-6-ol), [B-](F)(F)(F)F.[B-](F)(F)(F)F.C1C[N+]2(CC[N+]1(CC2)CCl)F (Selectfluor). Run in CC#N (CH3CN). Conditions: temperature 60 celsius. The product is ClC1=NC2=CC=C(C(=C2C=C1)F)O (2-chloro-5-fluoroquinolin-6-ol). Yield: 21.0%. RXN SMILES: [Cl:1][C:2]1[CH:11]=[CH:10][C:9]2[C:4](=[CH:5][CH:6]=[C:7]([OH:12])[CH:8]=2)[N:3]=1.[B-](F)(F)(F)[F:14].[B-](F)(F)(F)F.C1[N+]2(CCl)CC[N+](F)(CC2)C1>CC#N>[Cl:1][C:2]1[CH:11]=[CH:10][C:9]2[C:4](=[CH:5][CH:6]=[C:7]([OH:12])[C:8]=2[F:14])[N:3]=1 |f:1.2.3|. Reported procedure: To a solution of 2-chloroquinolin-6-ol (Intermediate 2, 1.8 g, 85% pure, 8.5 mmol) in CH3CN (50 mL) was added Selectfluor (4.20 g, 12.0 mmol). The reaction mixture was heated at 60° C. overnight and concentrated. The residue was partitioned between water (50 mL) and EtOAc (100 mL). The aqueous phase was separated and extracted with ethyl acetate. The combined organic layers were washed with brine, dried over Na2SO4, filtered and concentrated. The residue was purified by silica gel chromatography... Reactants: ClC(C(=O)N=C=O)(Cl)Cl (trichloroacetyl isocyanate), ice, C(C)(C)(C)OC(=O)N1C[C@@H](CC1)O ((3R)-1-(t-butoxycarbonyl)-3-hydroxypyrrolidine). Solvent: C(Cl)Cl (methylene chloride), C(Cl)Cl (methylene chloride), CO (methanol). Reaction conditions: time 30 minute. Product: C(C)(C)(C)OC(=O)N1C[C@@H](CC1)OC(N)=O ((3R)-1-(t-butoxycarbonyl)-3-carbamoyloxypyrrolidine). The yield is 66.1%. Reaction SMILES: ClC(Cl)(Cl)[C:3]([N:5]=C=O)=[O:4].[C:10]([O:14][C:15]([N:17]1[CH2:21][CH2:20][C@@H:19]([OH:22])[CH2:18]1)=[O:16])([CH3:13])([CH3:12])[CH3:11]>C(Cl)Cl.CO>[C:10]([O:14][C:15]([N:17]1[CH2:21][CH2:20][C@@H:19]([O:22][C:3](=[O:4])[NH2:5])[CH2:18]1)=[O:16])([CH3:13])([CH3:11])[CH3:12]. Procedure: A solution of 4.52 g of trichloroacetyl isocyanate in 8 ml of methylene chloride was added to an ice-cooled solution of 3.75 g of (3R)-1-(t-butoxycarbonyl)-3-hydroxypyrrolidine in 40 ml of methylene chloride, and the mixture was stirred for 30 minutes with ice-cooling. After completion of the reaction, the solvent was stripped off from the reaction mixture and the residue was dissolved in 100 ml of methanol. The solution was stirred with 35 g of silica gel for 5 hours at 30° C., and then filtere... Reactants: C(#N)C=1C=C(CBr)C=CC1 (3-cyanobenzylbromide), CN(C=O)C (dimethylformamide), ice water, CC1CC(CCC1C)NC([C@@H](NC(=O)OC(C)(C)C)CC1=CC=C(C=C1)OCC1=CC=CC=C1)=O (N-(t-butyloxycarbonyl)-4-benzyloxy-L-phenylalanine 3,4-dimethylcyclohexylamide), CN(C=O)C (dimethylformamide), [H-].[Na+] (sodium hydride). Reaction conditions: time 30 minute. Product: C1(CCCCC1)NC([C@@H](NC(=O)OC(C)(C)C)CC1=CC=C(C=C1)OCC(=O)C1=CC=CC=C1)=O (N-(t-butyloxycarbonyl)-4-phenacyloxy-L-phenylalanine cyclohexylamide). Reaction SMILES: C[CH:2]1[CH:7](C)[CH2:6][CH2:5][CH:4]([NH:9][C:10](=[O:35])[C@H:11]([CH2:20][C:21]2[CH:26]=[CH:25][C:24]([O:27][CH2:28]C3C=CC=CC=3)=[CH:23][CH:22]=2)[NH:12][C:13]([O:15][C:16]([CH3:19])([CH3:18])[CH3:17])=[O:14])[CH2:3]1.[H-].[Na+].C([C:40]1[CH:41]=[C:42]([CH:45]=[CH:46][CH:47]=1)[CH2:43]Br)#N.CN(C)C=[O:51]>>[CH:4]1([NH:9][C:10](=[O:35])[C@H:11]([CH2:20][C:21]2[CH:22]=[CH:23][C:24]([O:27][CH2:28][C:43]([C:42]3[CH:41]=[CH:40][CH:47]=[CH:46][CH:45]=3)=[O:51])=[CH:25][CH:26]=2)[NH:12][C:13]([O:15][C:16]([CH3:17])([CH3:18])[CH3:19])=[O:14])[CH2:5][CH2:6][CH2:7][CH2:2][CH2:3]1 |f:1.2|. Procedure: N-(t-butyloxycarbonyl)-4-benzyloxy-L-phenylalanine 4-acetylanilide (1.2 g), palladium black (0.15 g) and cyclohexene (8 ml) were added into ethanol (40 ml) and the reaction was carried out under reflux of ethanol for 1 hour. After cooling, the mixture was filtered and a filtrate was concentrated under a reduced pressure to obtain N-(t-butyloxycarbonyl)-4-hydroxy-L-phenylalanine 4-acetylanilide (I) (0.99 g). The above compound (I) (0.99 g) was dissolved in dimethylformamide (30 ml), added with oi... Starting materials: CC#N, CC(C)Sc1nc(C(F)(F)F)cc(=O)[nH]1, O=C1CCC(=O)N1I. Product: CC(C)Sc1nc(C(F)(F)F)c(I)c(=O)[nH]1. RXN SMILES: [CH3:24][C:25]#[N:26].[CH:1]([CH3:2])([CH3:3])[S:4][c:5]1[n:6][c:7]([C:12]([F:13])([F:14])[F:15])[cH:8][c:9](=[O:11])[nH:10]1.[I:16][N:17]1[C:18](=[O:19])[CH2:20][CH2:21][C:22]1=[O:23]>>[CH:1]([CH3:2])([CH3:3])[S:4][c:5]1[n:6][c:7]([C:12]([F:13])([F:14])[F:15])[c:8]([I:16])[c:9](=[O:11])[nH:10]1.